Dataset: the Open Reaction Database (ORD), a public repository of structured organic reaction records. Task: describe an organic reaction: reactants, conditions, products, and yield Reactants: ClC1=CC=C(COC2=CC=C(C=C2)C=C(C)[N+](=O)[O-])C=C1 (1-[4-(4-chlorobenzyloxy)-phenyl]-2-nitropropene), ferric chloride, Cl (hydrochloride), C(C)O (ethanol). The reagents and catalysts are [Fe] (iron). The solvent is O (water). The product is ClC1=CC=C(COC2=CC=C(C=C2)CC(C)=O)C=C1 (4-(4-chlorobenzyloxy)-phenylacetone). Reaction SMILES: [Cl:1][C:2]1[CH:21]=[CH:20][C:5]([CH2:6][O:7][C:8]2[CH:13]=[CH:12][C:11]([CH:14]=[C:15]([N+]([O-])=O)[CH3:16])=[CH:10][CH:9]=2)=[CH:4][CH:3]=1.Cl.C([OH:25])C>[Fe].O>[Cl:1][C:2]1[CH:21]=[CH:20][C:5]([CH2:6][O:7][C:8]2[CH:13]=[CH:12][C:11]([CH2:14][C:15](=[O:25])[CH3:16])=[CH:10][CH:9]=2)=[CH:4][CH:3]=1. Procedure: The starting material is prepared as follows: The mixture of 30.4 g of 1-[4-(4-chlorobenzyloxy)-phenyl]-2-nitropropene (Example 2), 80 g of iron powder, 3.2 g of ferric chloride, 40 ml of concentrated hydrochloride acid, 400 ml of ethanol and 1.2 lt of water is stirred vigorously at refux for ten hours, cooled and filtered. The residue is washed with methanol, the filtrate evaporated and the residue dissolved in hot isopropanol. The solution is treated with charcoal, filtered, the filtrate refri... Reactants: C1CNCCN1, CCCCO, Clc1ncccc1Oc1ccccc1. Product: c1ccc(Oc2cccnc2N2CCNCC2)cc1. As a reaction SMILES: [CH2:15]1[CH2:16][NH:17][CH2:18][CH2:19][NH:20]1.[CH2:21]([OH:22])[CH2:23][CH2:24][CH3:25].[Cl:1][c:2]1[n:3][cH:4][cH:5][cH:6][c:7]1[O:8][c:9]1[cH:10][cH:11][cH:12][cH:13][cH:14]1>>[c:2]1([N:17]2[CH2:16][CH2:15][NH:20][CH2:19][CH2:18]2)[n:3][cH:4][cH:5][cH:6][c:7]1[O:8][c:9]1[cH:10][cH:11][cH:12][cH:13][cH:14]1. Starting materials: C(C1=CC=CC=C1)OC1=CC(=NC2=CC(=CC(=C12)Cl)Cl)C(=O)OCCCN(C)C (3-dimethylaminopropyl 4-benzyloxy-5,7-dichloroquinoline-2-carboxylate), Br (hydrogen bromide). Run in C(C)(=O)O (acetic acid). Product: Br.ClC1=C2C(C=C(NC2=CC(=C1)Cl)C(=O)OCCCN(C)C)=O (3-dimethylaminopropyl 5,7-dichloro-4-oxo-1,4-dihydroquinoline-2-carboxylate hydrobromide). Reaction SMILES: C([O:8][C:9]1[C:18]2[C:13](=[CH:14][C:15]([Cl:20])=[CH:16][C:17]=2[Cl:19])[N:12]=[C:11]([C:21]([O:23][CH2:24][CH2:25][CH2:26][N:27]([CH3:29])[CH3:28])=[O:22])[CH:10]=1)C1C=CC=CC=1.[BrH:30]>C(O)(=O)C>[BrH:30].[Cl:19][C:17]1[CH:16]=[C:15]([Cl:20])[CH:14]=[C:13]2[C:18]=1[C:9](=[O:8])[CH:10]=[C:11]([C:21]([O:23][CH2:24][CH2:25][CH2:26][N:27]([CH3:29])[CH3:28])=[O:22])[NH:12]2 |f:3.4|. Procedure details: Treatment of 3-dimethylaminopropyl 4-benzyloxy-5,7-dichloroquinoline-2-carboxylate (0.52 g) with hydrogen bromide in acetic acid (10 ml, 48%) as described in Example 33d gave 3-dimethylaminopropyl 5,7-dichloro-4-oxo-1,4-dihydroquinoline-2-carboxylate hydrobromide (0.27 g), m.p. 228° C. (dec). δ (360 MHz, DMSO-d6) 2.13 (2H, m, CO2CH2CH2), 2.81 (6H, s, (CH3)2) 3.25 (2H, t, CH2N), 4.42 (2H, t, CO2CH2), 6.72 (1H, s, 3-H), 7.45 (1H, d, 6-H), 8.01 (1H, d, 8-H), 9.43 (1H, bs, NH) and 12.04 (1H, bs, NH)... The reactants are CCO, Cc1cc(C)c(-c2c(C)nn3c(Cl)c(CCCl)c(C)nc23)c(C)c1, NC(N)=S, [Na+], [Na+], O=C([O-])[O-]. Product: Cc1cc(C)c(-c2c(C)nn3c4c(c(C)nc23)CCS4)c(C)c1. As a reaction SMILES: [CH3:35][CH2:36][OH:37].[Cl:1][c:2]1[c:3]([CH2:22][CH2:23][Cl:24])[c:4]([CH3:21])[n:5][c:6]2[n:7]1[n:8][c:9]([CH3:20])[c:10]2-[c:11]1[c:12]([CH3:19])[cH:13][c:14]([CH3:18])[cH:15][c:16]1[CH3:17].[NH2:25][C:26]([NH2:27])=[S:28].[Na+:29].[Na+:30].[O-:31][C:32](=[O:33])[O-:34]>>[c:2]12[c:3]([c:4]([CH3:21])[n:5][c:6]3[n:7]1[n:8][c:9]([CH3:20])[c:10]3-[c:11]1[c:12]([CH3:19])[cH:13][c:14]([CH3:18])[cH:15][c:16]1[CH3:17])[CH2:22][CH2:23][S:28]2. The reactants are C(=O)([O-])[O-].[Na+].[Na+] (Na2CO3), N(=[N+]=[N-])[C@@H]1CN(C[C@H]1O)C(=O)OC(C)(C)C ((trans)-tert-butyl 3-azido-4-hydroxypyrrolidine-1-carboxylate), CCN(CC)S(F)(F)F (DAST). Run in C(Cl)Cl (DCM), C(Cl)Cl (DCM). Conditions: temperature -78 celsius, time 1 hour. The product is N(=[N+]=[N-])[C@@H]1CN(C[C@H]1F)C(=O)OC(C)(C)C ((trans)-tert-butyl 3-azido-4-fluoropyrrolidine-1-carboxylate). Isolated yield 47.4%. As a reaction SMILES: [N:1]([C@H:4]1[C@H:8](O)[CH2:7][N:6]([C:10]([O:12][C:13]([CH3:16])([CH3:15])[CH3:14])=[O:11])[CH2:5]1)=[N+:2]=[N-:3].CCN(S(F)(F)[F:23])CC.C([O-])([O-])=O.[Na+].[Na+]>C(Cl)Cl>[N:1]([C@H:4]1[C@H:8]([F:23])[CH2:7][N:6]([C:10]([O:12][C:13]([CH3:16])([CH3:15])[CH3:14])=[O:11])[CH2:5]1)=[N+:2]=[N-:3] |f:2.3.4|. Procedure details: To the solution of (trans)-tert-butyl 3-azido-4-hydroxypyrrolidine-1-carboxylate (120 g, 0.44 mol, 5/6 purity, containing DCM) in DCM (1.2 L) at −78° C. was added dropwise DAST (141 g, 0.88 mol) in DCM (200 mL). After addition, the mixture was stirred at −78° C. for 1 hr, then warmed to rt and stirred overnight. The reaction mixture was poured into sat. Na2CO3 (2 L) slowly then the DCM phase was washed with water (1 L), sat. NaCl and dried over Na2SO4. Concentrated and purified via flash chromat... Starting materials: C(=C)(C)C=1C=NC(=C(C(=O)O)C1)C=1NC(C(N1)=O)(C)C(C)C (5-isopropenyl-2-(5-isopropyl-5-methyl-4-oxo-2-imidazolin-2-yl)nicotinic acid), [N+](=[N-])=C (diazomethane). Run in C(Cl)Cl (methylene chloride). Reaction conditions: time 15 minute. Yields the product COC(C1=C(N=CC(=C1)C(=C)C)C=1NC(C(N1)(C)C(C)C)=O)=O (methyl-5-isopropenyl-2-(4-isopropyl-4-methyl-5-oxo-2-imidazolin-2-yl)nicotinate). Reaction SMILES: [C:1]([C:4]1[CH:5]=[N:6][C:7]([C:13]2[NH:14][C:15]([CH:20]([CH3:22])[CH3:21])([CH3:19])[C:16](=[O:18])[N:17]=2)=[C:8]([CH:12]=1)[C:9]([OH:11])=[O:10])([CH3:3])=[CH2:2].[N+](=[CH2:25])=[N-]>C(Cl)Cl>[CH3:25][O:10][C:9](=[O:11])[C:8]1[CH:12]=[C:4]([C:1]([CH3:3])=[CH2:2])[CH:5]=[N:6][C:7]=1[C:13]1[NH:17][C:16](=[O:18])[C:15]([CH:20]([CH3:22])[CH3:21])([CH3:19])[N:14]=1. Reported procedure: To a solution of 4.9 g of 5-isopropenyl-2-(5-isopropyl-5-methyl-4-oxo-2-imidazolin-2-yl)nicotinic acid in 50 mL of methylene chloride, stirred at 0°, is added 60 mL of 0.25M ethereal diazomethane. After stirring for 15 minutes, the reaction is concentrated on a steam bath. The residue is chromatographed on silica gel using 2:1 ether-hexanes as eluant to afford the desired product. Recrystallization from ether-hexanes affords a solid, mp 90.5°-92.5°. As a reaction SMILES: [CH2:1]1[CH2:11][CH2:10]N2[C:4](=NCCC2)[CH2:3][CH2:2]1.[CH2:12]([OH:18])[CH2:13][CH2:14][CH2:15]CC.CCCCCCCCCC>CCCCCC>[CH2:12]([OH:18])[CH2:13][CH2:14][CH2:15][CH2:10][CH2:11][CH2:1][CH2:2][CH2:3][CH3:4]. Run in CCCCCC (hexane). Conditions: time 1 hour. The product is C(CCCCCCCCC)O (1-decanol). Reported procedure: In an inert atmosphere, 26.8 mmol each of DBU (95 ppm H2O) and 1-hexanol (26 ppm H2O) were charged into a flame-dried flask. N-Decane (2 mL, undried) was added and was found to be miscible at room temperature; only one homogeneous liquid phase was observed. CO2 (H2O<5 ppm) was slowly bubbled through the decane/1-hexanol/DBU mixture at 1 bar overnight. The resultant mixture appeared split into two separate liquids. Argon was then bubbled through the two-phase liquid mixture for 1 h at 35° C. Afte... Reactants: alcohols, C1CCC2=NCCCN2CC1 (DBU), C(CCCCC)O (1-hexanol), CCCCCCCCCC (N-Decane). Starting materials: [BH4-], CCN1c2ccc3[nH]c(=O)cc(C(F)(F)F)c3c2OCC1C, CC(=O)O, CC1COc2c(ccc3nc(OC(C)C)cc(C(F)(F)F)c23)N1, [Na+]. Yields the product CCN1c2ccc3nc(OC(C)C)cc(C(F)(F)F)c3c2OCC1C. Reaction SMILES: [BH4-:46].[CH2:1]([CH3:2])[N:3]1[CH:4]([CH3:22])[CH2:5][O:6][c:7]2[c:8]3[c:9]([C:18]([F:19])([F:20])[F:21])[cH:10][c:11](=[O:17])[nH:12][c:13]3[cH:14][cH:15][c:16]21.[CH3:48][C:49](=[O:50])[OH:51].[CH:23]([CH3:24])([CH3:25])[O:26][c:27]1[cH:28][c:29]([C:30]([F:31])([F:32])[F:33])[c:34]2[c:35]([cH:36][cH:37][c:38]3[c:44]2[O:43][CH2:42][CH:40]([CH3:41])[NH:39]3)[n:45]1.[Na+:47]>>[CH2:1]([CH3:2])[N:3]1[CH:4]([CH3:22])[CH2:5][O:6][c:7]2[c:8]3[c:9]([C:18]([F:19])([F:20])[F:21])[cH:10][c:11]([O:17][CH:23]([CH3:24])[CH3:25])[n:12][c:13]3[cH:14][cH:15][c:16]21. The reactants are CC(C)(C)c1cc(Nc2ccc(CC(=O)O)cc2)cc(C(C)(C)C)c1O, O=C([O-])[O-], CI, CN(C)C=O, [K+], [K+]. The product is CN(c1ccc(CC(=O)O)cc1)c1cc(C(C)(C)C)c(O)c(C(C)(C)C)c1. Reaction SMILES: [C:1]([CH3:2])([CH3:3])([CH3:4])[c:5]1[cH:6][c:7]([NH:8][c:9]2[cH:10][cH:11][c:12]([CH2:15][C:16](=[O:17])[OH:18])[cH:13][cH:14]2)[cH:19][c:20]([C:23]([CH3:24])([CH3:25])[CH3:26])[c:21]1[OH:22].[C:27](=[O:28])([O-:29])[O-:30].[CH3:33][I:34].[CH3:35][N:36]([CH3:37])[CH:38]=[O:39].[K+:31].[K+:32]>>[C:1]([CH3:2])([CH3:3])([CH3:4])[c:5]1[cH:6][c:7]([N:8]([c:9]2[cH:10][cH:11][c:12]([CH2:15][C:16](=[O:17])[OH:18])[cH:13][cH:14]2)[CH3:27])[cH:19][c:20]([C:23]([CH3:24])([CH3:25])[CH3:26])[c:21]1[OH:22].